From a dataset of the Open Reaction Database (ORD), a public repository of structured organic reaction records. describe an organic reaction: reactants, conditions, products, and yield The reactants are ClCC#N (chloroacetonitrile), ClC1=CC=C(NC=2SC3=C(C(N2)=O)C=CC=N3)C=C1 (2-(4-chloroanilino)-4H-pyrido[3,2-e]-1,3-thiazin-4-one), [H-].[Li+] (lithium hydride), ClC1=CC=C(NC=2SC3=C(C(N2)=O)C=CC=N3)C=C1 (2-(4-chloroanilino)-4H-pyrido[3,2-e]-1,3-thiazin-4-one). Solvent: CN(C)C=O (DMF), CN(C)C=O (DMF), CN(C)C=O (DMF). Conditions: time 3 minute. Yields the product ClC1=CC=C(C=C1)N=C1SC2=C(C(N1CC#N)=O)C=CC=N2 ([2-[(4-chlorophenyl)imino]-2,3-dihydro-4-oxo-4H-pyrido[3,2-e]-1,3-thiazin-3-yl]acetonitrile). Isolated yield 87.4%. RXN SMILES: [H-].[Li+].[Cl:3][C:4]1[CH:21]=[CH:20][C:7]([NH:8][C:9]2[S:10][C:11]3[N:19]=[CH:18][CH:17]=[CH:16][C:12]=3[C:13](=[O:15])[N:14]=2)=[CH:6][CH:5]=1.Cl[CH2:23][C:24]#[N:25]>CN(C=O)C>[Cl:3][C:4]1[CH:21]=[CH:20][C:7]([N:8]=[C:9]2[N:14]([CH2:23][C:24]#[N:25])[C:13](=[O:15])[C:12]3[CH:16]=[CH:17][CH:18]=[N:19][C:11]=3[S:10]2)=[CH:6][CH:5]=1 |f:0.1|. Reported procedure: In an atmosphere of argon, a mixture of 26 mg (3.3 mmol) of lithium hydride and 5 ml of DMF was put in a 100 ml flask. To the flask was then connected a dropping funnel which contained 800 mg (2.8 mmol) of 2-(4-chloroanilino)-4H-pyrido[3,2-e]-1,3-thiazin-4-one and 10 ml of DMF. The solution of 2-(4-chloroanilino)-4H-pyrido[3,2-e]-1,3-thiazin-4-one was then added dropwise to the aforementioned mixture with stirring in 3 minutes. The mixture was further stirred for 1 hour. To the mixture was then ... Starting materials: resultant mixture, CC1=CC=C(C=C1)S(=O)(=O)Cl (4-Methyl-benzenesulfonyl chloride), NC=1C=C(C=CC1)C1NC2=CC=C(C=C2C(C1)(C)C)C#N (2-(3-amino-phenyl)-4,4-dimethyl-1,2,3,4-tetrahydro-quinoline-6-carbonitrile), N1=CC=CC=C1 (pyridine). The solvent is ClCCl (dichloromethane). Reaction conditions: time 8 hour. Yields the product C(#N)C=1C=C2C(CC(NC2=CC1)C=1C=C(C=CC1)NS(=O)(=O)C1=CC=C(C=C1)C)(C)C (N-[3-(6-cyano-4,4-dimethyl-1,2,3,4-tetrahydro-quinolin-2-yl)-phenyl]-4-methyl-benzenesulfonamide). The yield is 38.6%. RXN SMILES: [CH3:1][C:2]1[CH:7]=[CH:6][C:5]([S:8](Cl)(=[O:10])=[O:9])=[CH:4][CH:3]=1.[NH2:12][C:13]1[CH:14]=[C:15]([CH:19]2[CH2:28][C:27]([CH3:30])([CH3:29])[C:26]3[C:21](=[CH:22][CH:23]=[C:24]([C:31]#[N:32])[CH:25]=3)[NH:20]2)[CH:16]=[CH:17][CH:18]=1.N1C=CC=CC=1>ClCCl>[C:31]([C:24]1[CH:25]=[C:26]2[C:21](=[CH:22][CH:23]=1)[NH:20][CH:19]([C:15]1[CH:14]=[C:13]([NH:12][S:8]([C:5]3[CH:6]=[CH:7][C:2]([CH3:1])=[CH:3][CH:4]=3)(=[O:10])=[O:9])[CH:18]=[CH:17][CH:16]=1)[CH2:28][C:27]2([CH3:30])[CH3:29])#[N:32]. Reported procedure: 4-Methyl-benzenesulfonyl chloride (103 mg, 0.54 mmol) was added dropwise to a mixture of 2-(3-amino-phenyl)-4,4-dimethyl-1,2,3,4-tetrahydro-quinoline-6-carbonitrile (100 mg, 0.36 mmol) and pyridine (51 mg, 0.65 mmol) in dichloromethane (5 mL). The resultant mixture was allowed to stir overnight. The reaction mixture was washed by water, dried over magnesium sulfate. Filtered and concentrated to provide the crude product. It was purified by column chromatography (silica gel, petroleum ether:ethyl... The solvent is C(C)O (ethanol). RXN SMILES: C([C:3]1[C:11]2[C:6](=[CH:7][CH:8]=[C:9]([N+:12]([O-:14])=[O:13])[CH:10]=2)[NH:5][C:4]=1[C:15]([OH:17])=[O:16])C.[OH-].[Na+]>C(O)C>[N+:12]([C:9]1[CH:10]=[C:11]2[C:6](=[CH:7][CH:8]=1)[NH:5][C:4]([C:15]([OH:17])=[O:16])=[CH:3]2)([O-:14])=[O:13] |f:1.2|. Conditions: temperature 60 celsius, time 18 hour. Yields the product [N+](=O)([O-])C=1C=C2C=C(NC2=CC1)C(=O)O (5-Nitro-1H-indole-2-carboxylic acid). Reported procedure: To a solution of commercial ethyl 5-Nitro-2-carboxy-indole (10.21 g, 43.6 mmol) in ethanol (220 mL) was added 110 mL of 2 M NaOH. The reaction was stirred at 60° C. for 18 hours. The reaction was then cooled and the ethanol removed in vacuo and then an additional 200 mL water was added. To the vigourously stirring aqueous solution was added 5 M HCl followed by 1 M HCl until pH 4 was attained and the acid product was precipitated. The product was collected by filtration on a Buchner funnel and wa... Reactants: C(C)C1=C(NC2=CC=C(C=C12)[N+](=O)[O-])C(=O)O (ethyl 5-Nitro-2-carboxy-indole), [OH-].[Na+] (NaOH). Starting materials: CN(C1=CC=CC=C1)C (N,N-dimethylaniline), COC(CCC(=O)Cl)=O (methyl-4-chloro-4-oxo-butanoate), NC1=NC=C(N=C1)Br (2-amino-5-bromopyrazine). Solvent: O1CCCC1 (tetrahydrofuran). Yields the product BrC=1N=CC(=NC1)NC(CCC(=O)OC)=O (methyl 4-[(5-bromopyrazin-2-yl)amino]-4-oxo-butanoate). Isolated yield 70.0%. Reaction SMILES: [NH2:1][C:2]1[CH:7]=[N:6][C:5]([Br:8])=[CH:4][N:3]=1.CN(C)C1C=CC=CC=1.[CH3:18][O:19][C:20](=[O:26])[CH2:21][CH2:22][C:23](Cl)=[O:24]>O1CCCC1>[Br:8][C:5]1[N:6]=[CH:7][C:2]([NH:1][C:23](=[O:24])[CH2:22][CH2:21][C:20]([O:19][CH3:18])=[O:26])=[N:3][CH:4]=1. Reported procedure: The 2-amino-5-bromopyrazine (commercially available, 0.687 g, 1.0 eq.) was dissolved in tetrahydrofuran (10 mL). Then N,N-dimethylaniline (500 μL, 1.0 eq.) and methyl-4-chloro-4-oxo-butanoate (535 μL, 1.1 eq.) was successively added. The mixture was refluxed for 12 h. The reaction was stopped and the solution was partitioned between ethyl acetate and water. The aqueous layer was separated and extracted with ethyl acetate (2×). The combined organic layer were dried on magnesium sulfate and concen... Reactants: C(C)(C)(C)OC(N[C@H]([C@H](C[C@@H](C)C(NCCC(C)(C)C)=O)O)CC1=CC=CC=C1)=O ([(1S,2S,4R)-1-Benzyl-4-(3,3-dimethylbutylcarbamoyl)-2-hydroxypentyl]-carbamic acid t-butyl ester), C1(CCC1)N (cyclobutylamine), C(C)(C)OC=1C=C(C(=O)N[C@@H](CC2=CC=CC=C2)[C@H]2OC([C@@H](C2)C)=O)C=C(C1)N1C(CCC1)=O (3-Isopropoxy-N-[(S)-1-((2S,4R)-4-methyl-5-oxotetrahydrofuran-2-yl)-2-phenylethyl]-5-(2-oxopyrrolidin-1-yl)benzamide). The product is C(C1=CC=CC=C1)[C@@H]([C@H](C[C@@H](C)C(NC1CCC1)=O)O)NC(C1=CC(=CC(=C1)N1C(CCC1)=O)OC(C)C)=O (N-[(1S,2S,4R)-1-Benzyl-4-(cyclobutylcarbamoyl)-2-hydroxypentyl]-3-isopropoxy-5-(2-oxopyrrolidin-1-yl)benzamide). RXN SMILES: C(O[C:6](=[O:30])[NH:7][C@@H:8]([CH2:23][C:24]1[CH:29]=[CH:28][CH:27]=[CH:26][CH:25]=1)[C@@H:9]([OH:22])[CH2:10][C@H:11]([C:13](=[O:21])[NH:14][CH2:15][CH2:16][C:17]([CH3:20])(C)C)[CH3:12])(C)(C)C.C1(N)CCC1.[CH:36]([O:39][C:40]1[CH:41]=[C:42]([CH:61]=[C:62]([N:64]2[CH2:68][CH2:67][CH2:66][C:65]2=[O:69])[CH:63]=1)C(N[C@H]([C@@H]1C[C@@H](C)C(=O)O1)CC1C=CC=CC=1)=O)([CH3:38])[CH3:37]>>[CH2:23]([C@H:8]([NH:7][C:6](=[O:30])[C:42]1[CH:61]=[C:62]([N:64]2[CH2:68][CH2:67][CH2:66][C:65]2=[O:69])[CH:63]=[C:40]([O:39][CH:36]([CH3:38])[CH3:37])[CH:41]=1)[C@@H:9]([OH:22])[CH2:10][C@H:11]([C:13](=[O:21])[NH:14][CH:15]1[CH2:16][CH2:17][CH2:20]1)[CH3:12])[C:24]1[CH:25]=[CH:26][CH:27]=[CH:28][CH:29]=1. Procedure: Prepared in an analogous manner to D1 from cyclobutylamine and 3-isopropoxy-N-[(S)-1-((2S,4R)-4-methyl-5-oxotetrahydrofuran-2-yl)-2-phenylethyl]-5-(2-oxopyrrolidin-1-yl)benzamide (D49). Reactants: O=O (oxygen), CC=1C=CC=CC1C(=O)O (toluic acid), CC=1C=CC(=CC1)C(=O)O (p-toluic acid), ON1C(N(C(N(C1=O)O)=O)O)=O (hexahydro-1,3,5-trihydroxy-1,3,5-triazine-2,4,6-trione). The reagents and catalysts are C(C)(=O)[O-].[Co+2].C(C)(=O)[O-] (cobalt (II) acetate), C(C)(=O)[O-].[Co+2].C(C)(=O)[O-] (cobalt (II) acetate), [Ti] (titanium). The solvent is C(C)(=O)O (acetic acid), O (water). Conditions: temperature 150 celsius, time 1 hour. The product is C(C1=CC=C(C(=O)O)C=C1)(=O)O (terephthalic acid), CC=1C=CC(=CC1)C(=O)O (p-toluic acid). Reaction SMILES: [CH3:1][C:2]1[CH:3]=[CH:4][C:5]([C:8]([OH:10])=[O:9])=[CH:6][CH:7]=1.ON1C(=O)N(O)C(=O)N(O)C1=O.C[C:24]1[CH:25]=[CH:26][CH:27]=[CH:28][C:29]=1[C:30]([OH:32])=[O:31].O=O>[Ti].C([O-])(=O)C.[Co+2].C([O-])(=O)C.O.C(O)(=O)C>[C:30]([OH:32])(=[O:31])[C:29]1[CH:24]=[CH:25][C:26]([C:8]([OH:10])=[O:9])=[CH:27][CH:28]=1.[CH3:1][C:2]1[CH:3]=[CH:4][C:5]([C:8]([OH:10])=[O:9])=[CH:6][CH:7]=1 |f:5.6.7|. Procedure: In a 500-ml titanium autoclave equipped with a stirrer and a pressure gauge, 15.36 g of p-toluic acid, 104.0 g of acetic acid, 0.066 g of hexahydro-1,3,5-trihydroxy-1,3,5-triazine-2,4,6-trione (1,3,5-trihydroxyisocyanuric acid) (0.33% by mole relative top-toluic acid), 0.112 g of cobalt (II) acetate 4 H2O and 0.277 g of manganese(II) acetate 4 H2O were placed. The autoclave was charged with 2 MPa of oxygen gas and 2 MPa of nitrogen gas and placed in a heated oil bath. The mixture was stirred at ...